Dataset: the Open Reaction Database (ORD), a public repository of structured organic reaction records. Task: describe an organic reaction: reactants, conditions, products, and yield Starting materials: [H-].[Na+] (Sodium hydride), COC1=C(C(NC2=CC=CC=C12)=S)C1=C(C=CC=C1)C (4-methoxy-3-o-tolylquinolin-2-thione), Cl.CN(CCCl)C (2-dimethylaminoethyl chloride hydrochloride), [H][H] (hydrogen). The solvent is CN(C=O)C (dimethylformamide), O (water). Run at time 20 hour. Yields the product Cl.CN(CCSC1=NC2=CC=CC=C2C(=C1C1=C(C=CC=C1)C)OC)C (2-(2-dimethylaminoethylthio)-4-methoxy-3-o-tolylquinoline hydrochloride). RXN SMILES: [H-].[Na+].[CH3:3][O:4][C:5]1[C:14]2[C:9](=[CH:10][CH:11]=[CH:12][CH:13]=2)[NH:8][C:7](=[S:15])[C:6]=1[C:16]1[CH:21]=[CH:20][CH:19]=[CH:18][C:17]=1[CH3:22].[H][H].Cl.[CH3:26][N:27]([CH3:31])[CH2:28][CH2:29][Cl:30]>CN(C)C=O.O>[ClH:30].[CH3:26][N:27]([CH3:31])[CH2:28][CH2:29][S:15][C:7]1[C:6]([C:16]2[CH:21]=[CH:20][CH:19]=[CH:18][C:17]=2[CH3:22])=[C:5]([O:4][CH3:3])[C:14]2[C:9](=[CH:10][CH:11]=[CH:12][CH:13]=2)[N:8]=1 |f:0.1,4.5,8.9|. Procedure details: Sodium hydride (0.25 g. of a 50% w/w dispersion in mineral oil) was added to a solution of 4-methoxy-3-o-tolylquinolin-2-thione (0.7 g.) in dimethylformamide (10 ml.) at ambient temperature. When all the hydrogen had evolved, 2-dimethylaminoethyl chloride hydrochloride (0.36 g.) was added and the mixture was stirred at ambient temperature for 20 hr. The reaction mixture was then poured into water (100 ml.) and extracted with ethyl acetate (2×25 ml.). The ethyl acetate extract was washed with wat... Reported procedure: The colourless gum (E)-3-(4,4″-di-tert-butyl-[1,1′;3′,1″]terphenyl-5′-yl)-prop-2-en-1-ol was prepared by DIBAL-H reduction of (E)-ethyl 3-(4,4″-di-tert-butyl-[1,1′;3′,1″]terphenyl-5′-yl)-acrylate by a procedure analogous to that described for example 52b. Reaction SMILES: CC(C[AlH]CC(C)C)C.[C:10]([C:14]1[CH:19]=[CH:18][C:17]([C:20]2[CH:25]=[C:24](/[CH:26]=[CH:27]/[C:28](OCC)=[O:29])[CH:23]=[C:22]([C:33]3[CH:38]=[CH:37][C:36]([C:39]([CH3:42])([CH3:41])[CH3:40])=[CH:35][CH:34]=3)[CH:21]=2)=[CH:16][CH:15]=1)([CH3:13])([CH3:12])[CH3:11]>>[C:39]([C:36]1[CH:35]=[CH:34][C:33]([C:22]2[CH:23]=[C:24](/[CH:26]=[CH:27]/[CH2:28][OH:29])[CH:25]=[C:20]([C:17]3[CH:18]=[CH:19][C:14]([C:10]([CH3:13])([CH3:12])[CH3:11])=[CH:15][CH:16]=3)[CH:21]=2)=[CH:38][CH:37]=1)([CH3:41])([CH3:42])[CH3:40]. Product: C(C)(C)(C)C1=CC=C(C=C1)C1=CC(=CC(=C1)/C=C/CO)C1=CC=C(C=C1)C(C)(C)C ((E)-3-(4,4″-di-tert-butyl-[1,1′;3′,1″]terphenyl-5′-yl)-prop-2-en-1-ol). Starting materials: CC(C)C[AlH]CC(C)C (DIBAL-H), C(C)(C)(C)C1=CC=C(C=C1)C1=CC(=CC(=C1)/C=C/C(=O)OCC)C1=CC=C(C=C1)C(C)(C)C ((E)-ethyl 3-(4,4″-di-tert-butyl-[1,1′;3′,1″]terphenyl-5′-yl)-acrylate). The reactants are CC(C)(C)[Si](C)(C)Cl, ClCCl, C1CCC2=NCCCN2CC1, Nc1ccc(C(=O)N2CCN(Cc3ccc(C(O)(C(F)(F)F)C(F)(F)F)cc3)CC2)cc1F. Yields the product CC(C)(C)[Si](C)(C)OC(c1ccc(CN2CCN(C(=O)c3ccc(N)c(F)c3)CC2)cc1)(C(F)(F)F)C(F)(F)F. Reaction SMILES: [C:45]([CH3:46])([CH3:47])([CH3:48])[Si:49]([Cl:50])([CH3:51])[CH3:52].[Cl:53][CH2:54][Cl:55].[N:1]12[CH2:2][CH2:3][CH2:4][N:5]=[C:6]1[CH2:7][CH2:8][CH2:9][CH2:10][CH2:11]2.[NH2:12][c:13]1[c:14]([F:44])[cH:15][c:16]([C:19](=[O:20])[N:21]2[CH2:22][CH2:23][N:24]([CH2:27][c:28]3[cH:29][cH:30][c:31]([C:34]([C:35]([F:36])([F:37])[F:38])([C:39]([F:40])([F:41])[F:42])[OH:43])[cH:32][cH:33]3)[CH2:25][CH2:26]2)[cH:17][cH:18]1>>[NH2:12][c:13]1[c:14]([F:44])[cH:15][c:16]([C:19](=[O:20])[N:21]2[CH2:22][CH2:23][N:24]([CH2:27][c:28]3[cH:29][cH:30][c:31]([C:34]([C:35]([F:36])([F:37])[F:38])([C:39]([F:40])([F:41])[F:42])[O:43][Si:49]([C:45]([CH3:46])([CH3:47])[CH3:48])([CH3:51])[CH3:52])[cH:32][cH:33]3)[CH2:25][CH2:26]2)[cH:17][cH:18]1. Conditions: time 3 hour. Product: CC1=C(C(=CC=C1)C)NCC(C)NC1=C(C=CC=C1C)C (1,2-bis(2',6'-dimethylphenyl-amino)-propane). Run in Cl (hydrochloric acid), Cl (hydrochloride). As a reaction SMILES: Br[CH:2]([CH3:13])[CH2:3][NH:4][C:5]1[C:10]([CH3:11])=[CH:9][CH:8]=[CH:7][C:6]=1[CH3:12].[CH3:14][C:15]1[CH:21]=[CH:20][CH:19]=[C:18]([CH3:22])[C:16]=1[NH2:17]>[I-].[K+].Cl>[CH3:12][C:6]1[CH:7]=[CH:8][CH:9]=[C:10]([CH3:11])[C:5]=1[NH:4][CH2:3][CH:2]([NH:17][C:16]1[C:18]([CH3:22])=[CH:19][CH:20]=[CH:21][C:15]=1[CH3:14])[CH3:13] |f:2.3|. Reagents/catalysts: [I-].[K+] (potassium iodide). The reactants are BrC(CNC1=C(C=CC=C1C)C)C (N-(β-bromopropyl)-2,6-dimethyl-aniline), ( a ), CC1=C(N)C(=CC=C1)C (2,6-dimethylaniline). Yield: 75.3%. Reported procedure: A mixture of 106.8 g (0.441 moles) of N-(β-bromopropyl)-2,6-dimethyl-aniline, obtained as described in point (a) above, 110 ml (107.4 g, 0.88 moles) of 2,6-dimethylaniline and 1.6 g (10 mmoles) of potassium iodide is stirred at 100° to 105° C. for 3 hours under nitrogen atmosphere. The mixture is allowed to cool, 600 ml of 10% aqueous hydrochloric acid are added, and the resulting mixture is allowed to stand at room temperature overnight. The separated precipitate, which is a mixture of the hydr... Starting materials: O=C(O)c1cccc(-c2cnc3c(c2)N(Cc2cc(Cl)ccc2C(F)(F)F)CCN3)c1, NCCc1ccc(S(N)(=O)=O)cc1. RXN SMILES: [Cl:1][c:2]1[cH:3][cH:4][c:5]([C:28]([F:29])([F:30])[F:31])[c:6]([CH2:7][N:8]2[c:9]3[c:10]([n:14][cH:15][c:16](-[c:18]4[cH:19][c:20]([C:21](=[O:22])[OH:23])[cH:24][cH:25][cH:26]4)[cH:17]3)[NH:11][CH2:12][CH2:13]2)[cH:27]1.[S:32]([NH2:33])(=[O:34])(=[O:35])[c:36]1[cH:37][cH:38][c:39]([CH2:42][CH2:43][NH2:44])[cH:40][cH:41]1>>[Cl:1][c:2]1[cH:3][cH:4][c:5]([C:28]([F:29])([F:30])[F:31])[c:6]([CH2:7][N:8]2[c:9]3[c:10]([n:14][cH:15][c:16](-[c:18]4[cH:19][c:20]([C:21](=[O:22])[NH:44][CH2:43][CH2:42][c:39]5[cH:38][cH:37][c:36]([S:32]([NH2:33])(=[O:34])=[O:35])[cH:41][cH:40]5)[cH:24][cH:25][cH:26]4)[cH:17]3)[NH:11][CH2:12][CH2:13]2)[cH:27]1. The product is NS(=O)(=O)c1ccc(CCNC(=O)c2cccc(-c3cnc4c(c3)N(Cc3cc(Cl)ccc3C(F)(F)F)CCN4)c2)cc1. The reactants are C[O-], CO, CCCCCC, O=C(Nc1c(F)cccc1F)c1cccc(-c2nc3c(F)cccn3c2-c2ccnc(Cl)n2)c1, ClCCl, COc1cc(N2CCC(N3CCCCC3)CC2)ccc1N, [Na+], O, OCC(F)(F)F, Cc1ccc(S(=O)(=O)O)cc1. Yields the product COc1cc(N2CCC(N3CCCCC3)CC2)ccc1Nc1nccc(-c2c(-c3cccc(C(=O)Nc4c(F)cccc4F)c3)nc3c(F)cccn23)n1. As a reaction SMILES: [CH3:68][O-:69].[CH3:77][OH:78].[CH3:82][CH2:83][CH2:84][CH2:85][CH2:86][CH3:87].[Cl:1][c:2]1[n:3][cH:4][cH:5][c:6](-[c:8]2[c:9](-[c:18]3[cH:19][c:20]([C:21](=[O:22])[NH:23][c:24]4[c:25]([F:31])[cH:26][cH:27][cH:28][c:29]4[F:30])[cH:32][cH:33][cH:34]3)[n:10][c:11]3[n:12]2[cH:13][cH:14][cH:15][c:16]3[F:17])[n:7]1.[Cl:79][CH2:80][Cl:81].[N:35]1([CH:41]2[CH2:42][CH2:43][N:44]([c:47]3[cH:48][c:49]([O:54][CH3:55])[c:50]([NH2:51])[cH:52][cH:53]3)[CH2:45][CH2:46]2)[CH2:36][CH2:37][CH2:38][CH2:39][CH2:40]1.[Na+:70].[OH2:56].[OH:71][CH2:72][C:73]([F:74])([F:75])[F:76].[c:57]1([CH3:58])[cH:59][cH:60][c:61]([S:62]([OH:63])(=[O:64])=[O:65])[cH:66][cH:67]1>>[c:2]1([NH:51][c:50]2[c:49]([O:54][CH3:55])[cH:48][c:47]([N:44]3[CH2:43][CH2:42][CH:41]([N:35]4[CH2:36][CH2:37][CH2:38][CH2:39][CH2:40]4)[CH2:46][CH2:45]3)[cH:53][cH:52]2)[n:3][cH:4][cH:5][c:6](-[c:8]2[c:9](-[c:18]3[cH:19][c:20]([C:21](=[O:22])[NH:23][c:24]4[c:25]([F:31])[cH:26][cH:27][cH:28][c:29]4[F:30])[cH:32][cH:33][cH:34]3)[n:10][c:11]3[n:12]2[cH:13][cH:14][cH:15][c:16]3[F:17])[n:7]1.